Dataset: the Open Reaction Database (ORD), a public repository of structured organic reaction records. Task: describe an organic reaction: reactants, conditions, products, and yield Reactants: CN(C=O)C (N,N-dimethylformamide), ClC1=CC=2SCC(NC2N=C1CN(C(OC(C)(C)C)=O)C1CCN(CC1)CCN1C(C=NC2=CC=C(C=C12)OC)=O)=O (tert-butyl (7-chloro-3-oxo-3,4-dihydro-2H-pyrido[3,2-b][1,4]thiazin-6-ylmethyl)(1-(2-(7-methoxy-2-oxoquinoxalin-1(2H)-yl)ethyl)piperidin-4-yl)carbamate), [H-].[Na+] (sodium hydride), CI (methyl iodide). Solvent: C1(=CC=CC=C1)C (toluene), C(C)(=O)OCC (ethyl acetate), O (water). Conditions: time 1 hour. Product: ClC1=CC=2SCC(N(C2N=C1CN(C(OC(C)(C)C)=O)C1CCN(CC1)CCN1C(C=NC2=CC=C(C=C12)OC)=O)C)=O (tert-butyl (7-chloro-4-methyl-3-oxo-3,4-dihydro-2H-pyrido[3,2-b][1,4]thiazin-6-ylmethyl)(1-(2-(7-methoxy-2-oxoquinoxalin-1(2H)-yl)ethyl)piperidin-4-yl)carbamate). Reaction SMILES: [CH3:1][N:2]([CH3:5])[CH:3]=[O:4].[Cl:6][C:7]1[C:16]([CH2:17][N:18]([CH:26]2[CH2:31][CH2:30][N:29]([CH2:32][CH2:33][N:34]3[C:43]4[C:38](=[CH:39][CH:40]=[C:41]([O:44][CH3:45])[CH:42]=4)[N:37]=[CH:36][C:35]3=[O:46])[CH2:28][CH2:27]2)[C:19](=[O:25])[O:20][C:21]([CH3:24])([CH3:23])[CH3:22])=[N:15]C2NC(=O)[CH2:11][S:10][C:9]=2[CH:8]=1.[H-].[Na+].CI>C1(C)C=CC=CC=1.C(OCC)(=O)C.O>[Cl:6][C:7]1[C:16]([CH2:17][N:18]([CH:26]2[CH2:27][CH2:28][N:29]([CH2:32][CH2:33][N:34]3[C:43]4[C:38](=[CH:39][CH:40]=[C:41]([O:44][CH3:45])[CH:42]=4)[N:37]=[CH:36][C:35]3=[O:46])[CH2:30][CH2:31]2)[C:19](=[O:25])[O:20][C:21]([CH3:24])([CH3:23])[CH3:22])=[N:15][C:1]2[N:2]([CH3:5])[C:3](=[O:4])[CH2:11][S:10][C:9]=2[CH:8]=1 |f:2.3|. Procedure: To 20 mL of an N,N-dimethylformamide solution containing 0.57 g of tert-butyl (7-chloro-3-oxo-3,4-dihydro-2H-pyrido[3,2-b][1,4]thiazin-6-ylmethyl)(1-(2-(7-methoxy-2-oxoquinoxalin-1(2H)-yl)ethyl)piperidin-4-yl)carbamate, 0.04 g of 60% sodium hydride was added, and stirred at room temperature for 1 hour. 0.24 g of methyl iodide was added, and stirred at room temperature for 2 hours. To the reaction mixture, water, ethyl acetate and toluene were added. The organic layer was separated, washed with a... Product: C[C@]12CC[C@@H]3C4=CC(=C(C=C4CC[C@H]3[C@@H]1CCC2=O)O)OC (2-methoxy-estrone). Starting materials: 2-iodo-estrone, C[C@]12CC[C@@H]3C=4C=CC(=CC4CC[C@H]3[C@@H]1CCC2=O)O (oestrone), mercuric acetate, II (iodine), C(C)(=O)O (acetic acid). As a reaction SMILES: [CH3:1][C@@:2]12[C:18](=[O:19])[CH2:17][CH2:16][C@H:15]1[C@H:14]1[C@@H:5]([C:6]3[CH:7]=[CH:8][C:9]([OH:20])=[CH:10][C:11]=3[CH2:12][CH2:13]1)[CH2:4][CH2:3]2.II.[C:23](O)(=[O:25])C>[Cu](Cl)Cl>[CH3:1][C@@:2]12[C:18](=[O:19])[CH2:17][CH2:16][C@H:15]1[C@H:14]1[C@@H:5]([C:6]3[C:11]([CH2:12][CH2:13]1)=[CH:10][C:9]([OH:20])=[C:8]([O:25][CH3:23])[CH:7]=3)[CH2:4][CH2:3]2. Reported procedure: To this end, 2-iodo-estrone 49 was prepared by treating oestrone with mercuric acetate and iodine in acetic acid.40 The selective halogenation at position 2 was complete within 2 hours at room temperature with an overall yield of 56% after successive recrystallizations. 2-Iodo-estrone then reacted with a large excess of a freshly prepared solution of sodium methoxyde, in presence of copper chloride in refluxing pyridine41 and gave 2-methoxy-estrone 50 with a yield of 75%. This method has the adv... Reagents/catalysts: [Cu](Cl)Cl (copper chloride). Reaction conditions: time 2 hour. Yield: 75.0%. The reactants are O (water), [N+](=O)([O-])C=1C=C(C(=O)O)C=C(C1)C(=O)OC (3-nitro-5-methoxycarbonylbenzoic acid), C([O-])([O-])=O.[K+].[K+] (potassium carbonate). Run in C1CCOC1 (THF). Yields the product NC=1C=C(C(=O)OC)C=C(C1)CO (Methyl 3-Amino-5-hydroxymethylbenzoate). The yield is 93.6%. Reaction SMILES: [N+:1]([C:4]1[CH:5]=[C:6]([CH:10]=[C:11]([C:13]([O:15][CH3:16])=[O:14])[CH:12]=1)[C:7](O)=[O:8])([O-])=O.O.C(=O)([O-])[O-].[K+].[K+]>C1COCC1>[NH2:1][C:4]1[CH:12]=[C:11]([CH:10]=[C:6]([CH2:7][OH:8])[CH:5]=1)[C:13]([O:15][CH3:16])=[O:14] |f:2.3.4|. Procedure details: 85 g of 3-nitro-5-methoxycarbonylbenzoic acid was dissolved in 200 ml of THF under a flow of nitrogen, and 43.4 ml of borane dimethylsulfide complex was added with stirring under ice-cooling. After stirring for 18 hours, 200 ml of water was added, and then 96 g of potassium carbonate was added. It was extracted with ethyl acetate, and theorganic layer was washed with salt solution. After drying with magnesium sulfate, the resulting solid was dissolved in 800 ml of ethyl acetate, 750 mg of 10% Pd... The reactants are Nc1cccc2cccc(N)c12, O=C(CO)CO. Product: OCC1(CO)Nc2cccc3cccc(c23)N1. Reaction SMILES: [NH2:1][c:2]1[cH:3][cH:4][cH:5][c:6]2[cH:7][cH:8][cH:9][c:10]([NH2:12])[c:11]12.[OH:13][CH2:14][C:15](=[O:16])[CH2:17][OH:18]>>[NH:1]1[c:2]2[cH:3][cH:4][cH:5][c:6]3[cH:7][cH:8][cH:9][c:10]([c:11]23)[NH:12][C:15]1([CH2:14][OH:13])[CH2:17][OH:18]. Starting materials: CC1(C2=C(C(=CC=C2)P(C3=CC=CC=C3)C4=CC=CC=C4)OC5=C(C=CC=C51)P(C6=CC=CC=C6)C7=CC=CC=C7)C (Xantphos), C(C)(C)N(CC)C(C)C (diisopropylethylamine), SC(CCO)(C)C (3-mercapto-3-methylbutan-1-ol), N (ammonia), BrC1=CC=C(C=C1)C1=C(N2CCC3=C(C(C2=N1)OC1CCN(CC1)C)C=CC=C3)C (2-(4-bromophenyl)-1-methyl-4-(1-methylpiperidin-4-yloxy)-9,10-dihydro-4H-3,10a-diaza-benzo[f]azulene), C(C)(C)N(CC)C(C)C (diisopropylethylamine), SC(CCO)(C)C (3-mercapto-3-methylbutan-1-ol), CC1(C2=C(C(=CC=C2)P(C3=CC=CC=C3)C4=CC=CC=C4)OC5=C(C=CC=C51)P(C6=CC=CC=C6)C7=CC=CC=C7)C (Xantphos). Reagents/catalysts: C=1C=CC(=CC1)/C=C/C(=O)/C=C/C2=CC=CC=C2.C=1C=CC(=CC1)/C=C/C(=O)/C=C/C2=CC=CC=C2.[Pd] (bis(dibenzilideneacetone)Palladium(0)), C=1C=CC(=CC1)/C=C/C(=O)/C=C/C2=CC=CC=C2.C=1C=CC(=CC1)/C=C/C(=O)/C=C/C2=CC=CC=C2.[Pd] (bis(dibenzilideneacetone)palladium(0)). The solvent is O (water), O1CCOCC1 (1,4-dioxane). Conditions: temperature 110 celsius. Yields the product CC(CCO)(C)SC1=CC=C(C=C1)C1=C(N2CCC3=C(C(C2=N1)OC1CCN(CC1)C)C=CC=C3)C (3-methyl-3-{4-[1-methyl-4-(1-methylpiperidin-4-yloxy)-9,10-dihydro-4H-3,10a-diaza-benzo[f]azulen-2-yl]-phenylsulfanyl}-butan-1-ol). As a reaction SMILES: Br[C:2]1[CH:7]=[CH:6][C:5]([C:8]2[N:17]=[C:16]3[N:10]([CH2:11][CH2:12][C:13]4[CH:29]=[CH:28][CH:27]=[CH:26][C:14]=4[CH:15]3[O:18][CH:19]3[CH2:24][CH2:23][N:22]([CH3:25])[CH2:21][CH2:20]3)[C:9]=2[CH3:30])=[CH:4][CH:3]=1.C(N(C(C)C)CC)(C)C.[SH:40][C:41]([CH3:46])([CH3:45])[CH2:42][CH2:43][OH:44].CC1(C)C2C(=C(P(C3C=CC=CC=3)C3C=CC=CC=3)C=CC=2)OC2C(P(C3C=CC=CC=3)C3C=CC=CC=3)=CC=CC1=2.N>O1CCOCC1.C1C=CC(/C=C/C(/C=C/C2C=CC=CC=2)=O)=CC=1.C1C=CC(/C=C/C(/C=C/C2C=CC=CC=2)=O)=CC=1.[Pd].O>[CH3:45][C:41]([S:40][C:2]1[CH:7]=[CH:6][C:5]([C:8]2[N:17]=[C:16]3[N:10]([CH2:11][CH2:12][C:13]4[CH:29]=[CH:28][CH:27]=[CH:26][C:14]=4[CH:15]3[O:18][CH:19]3[CH2:24][CH2:23][N:22]([CH3:25])[CH2:21][CH2:20]3)[C:9]=2[CH3:30])=[CH:4][CH:3]=1)([CH3:46])[CH2:42][CH2:43][OH:44] |f:6.7.8|. Reported procedure: To a solution of compound 2-(4-bromophenyl)-1-methyl-4-(1-methylpiperidin-4-yloxy)-9,10-dihydro-4H-3,10a-diaza-benzo[f]azulene (example 122A) (60 mg, 0.129 mmoles) in 1,4-dioxane (1.5 mL) in a screw-capped vial under argon are added diisopropylethylamine (33 μL, 0.142 mmole), 3-mercapto-3-methylbutan-1-ol (20 μL, 0.193 mmole), bis(dibenzilideneacetone)palladium(0) (4 mg, 6.4 μmole), Xantphos (4 mg, 6.4 μmole). The reaction mixture is heated at 110° C. overnight. As the reaction is not complete, ...